Dataset: the Open Reaction Database (ORD), a public repository of structured organic reaction records. Task: describe an organic reaction: reactants, conditions, products, and yield Reactants: C(=O)(O)C(C(=C)C)N1C(C(C1SN1C(CCC1=O)=O)NC(CC1=CC=CC=C1)=O)=O (1-(1-carboxy-2-methylprop-2-enyl)-3-phenylacetamido-4-succinimidothio-azetidin-2-one), [N+](=[N-])=C (diazomethane). Run in C(C)OCC (diethyl ether). The product is COC(=O)C(C(=C)C)N1C(C(C1SN1C(CCC1=O)=O)NC(CC1=CC=CC=C1)=O)=O (1-(1-methoxycarbonyl-2-methylprop-2-enyl)-3-phenylacetamido-4-succinimidothio-azetidin-2-one). As a reaction SMILES: [C:1]([CH:4]([N:8]1[CH:11]([S:12][N:13]2[C:17](=[O:18])[CH2:16][CH2:15][C:14]2=[O:19])[CH:10]([NH:20][C:21](=[O:29])[CH2:22][C:23]2[CH:28]=[CH:27][CH:26]=[CH:25][CH:24]=2)[C:9]1=[O:30])[C:5]([CH3:7])=[CH2:6])([OH:3])=[O:2].[N+](=[CH2:33])=[N-]>C(OCC)C>[CH3:33][O:2][C:1]([CH:4]([N:8]1[CH:11]([S:12][N:13]2[C:14](=[O:19])[CH2:15][CH2:16][C:17]2=[O:18])[CH:10]([NH:20][C:21](=[O:29])[CH2:22][C:23]2[CH:24]=[CH:25][CH:26]=[CH:27][CH:28]=2)[C:9]1=[O:30])[C:5]([CH3:7])=[CH2:6])=[O:3]. Reported procedure: 1-(1-carboxy-2-methylprop-2-enyl)-3-phenylacetamido-4-succinimidothio-azetidin-2-one was treated with a diazomethane solution in diethyl ether and after evaporation of the reaction mixture to dryness, the residue was purified by column chromatography on silica gel using a 5:3 (v/v) mixture of toluene and ethyl acetate, and finally only ethyl acetate, as an eluent. The structure of 1-(1-methoxycarbonyl-2-methylprop-2-enyl)-3-phenylacetamido-4-succinimidothio-azetidin-2-one so obtained was confirm...